describe an organic reaction: reactants, conditions, products, and yield From a dataset of the Open Reaction Database (ORD), a public repository of structured organic reaction records. Starting materials: C1(=CC=CC=C1)B(O)O (phenylboronic acid), BrC1=CC=CC=2N1C=C(N2)C(=O)OCC (ethyl 5-bromo-imidazo[1,2-a]pyridine-2-carboxylate), C(=O)(O)[O-].[Na+] (NaHCO3), CO (MeOH). The reagents and catalysts are C=1C=CC(=CC1)[P](C=2C=CC=CC2)(C=3C=CC=CC3)[Pd]([P](C=4C=CC=CC4)(C=5C=CC=CC5)C=6C=CC=CC6)([P](C=7C=CC=CC7)(C=8C=CC=CC8)C=9C=CC=CC9)[P](C=1C=CC=CC1)(C=1C=CC=CC1)C=1C=CC=CC1 (Pd(PPh3)4). Solvent: C1(=CC=CC=C1)C (toluene), O (water). Reaction conditions: temperature 80 celsius. Product: C1(=CC=CC=C1)C1=CC=CC=2N1C=C(N2)C(=O)OCC (ethyl 5-phenyl-imidazo[1,2-a]pyridine-2-carboxylate). Isolated yield 95.0%. Reaction SMILES: Br[C:2]1[N:7]2[CH:8]=[C:9]([C:11]([O:13][CH2:14][CH3:15])=[O:12])[N:10]=[C:6]2[CH:5]=[CH:4][CH:3]=1.C([O-])(O)=O.[Na+].CO.[C:23]1(B(O)O)[CH:28]=[CH:27][CH:26]=[CH:25][CH:24]=1>C1(C)C=CC=CC=1.O.C1C=CC([P]([Pd]([P](C2C=CC=CC=2)(C2C=CC=CC=2)C2C=CC=CC=2)([P](C2C=CC=CC=2)(C2C=CC=CC=2)C2C=CC=CC=2)[P](C2C=CC=CC=2)(C2C=CC=CC=2)C2C=CC=CC=2)(C2C=CC=CC=2)C2C=CC=CC=2)=CC=1>[C:23]1([C:2]2[N:7]3[CH:8]=[C:9]([C:11]([O:13][CH2:14][CH3:15])=[O:12])[N:10]=[C:6]3[CH:5]=[CH:4][CH:3]=2)[CH:28]=[CH:27][CH:26]=[CH:25][CH:24]=1 |f:1.2,^1:43,45,64,83|. Reported procedure: To a suspension of ethyl 5-bromo-imidazo[1,2-a]pyridine-2-carboxylate (1.50 g, 5.6 mmol), Pd(PPh3)4 (322 mg, 0.279 mmol) in a mixture of toluene (17 mL), NaHCO3 1M (6 mL) and MeOH (4 mL) was added phenylboronic acid at room temperature. The resulting reaction mixture was heated at 80° C. for 12 h, cooled, and diluted with water (50 mL). The insoluble matter was filtered off, and the phases were separated. The aqueous phase was extracted with ethyl acetate, the combined organic layers were washed... Reactants: 2-h, C(C(=C)C)(=O)OC (methyl methacrylate), C(\C=C\C=CCCC)O (trans-2,4-octadien-1-ol), C(C(=C)C)(=O)OC (methyl methacrylate), C1=CC=CC=2SC3=CC=CC=C3NC12 (phenothiazine). Reagents/catalysts: CC(C)[O-].CC(C)[O-].CC(C)[O-].CC(C)[O-].[Ti+4] (tetraisopropyl titanate). Yields the product C(C(=C)C)(=O)OC\C=C\C=CCCC (trans-2,4-octadienyl methacrylate). RXN SMILES: [CH2:1]([OH:9])/[CH:2]=[CH:3]/[CH:4]=[CH:5][CH2:6][CH2:7][CH3:8].[C:10](OC)(=[O:14])[C:11]([CH3:13])=[CH2:12].C1C2NC3C(=CC=CC=3)SC=2C=CC=1>CC([O-])C.CC([O-])C.CC([O-])C.CC([O-])C.[Ti+4]>[C:10]([O:9][CH2:1]/[CH:2]=[CH:3]/[CH:4]=[CH:5][CH2:6][CH2:7][CH3:8])(=[O:14])[C:11]([CH3:13])=[CH2:12] |f:3.4.5.6.7|. Procedure details: The method of Example 1 was substantially repeated with trans, trans-2,4-octadien-1-ol (50.0 g, 0.40 mol), methyl methacrylate (170 mL, 1.6 mol), phenothiazine (1.0 g) and tetraisopropyl titanate (2.0 mL). After a 2-h reaction time the methyl methacrylate was distilled at 70 mm, and the product, at 73° C./0.25 mm, to give 60.3 g (78%) of clear, colorless liquid trans, trans-2,4-octadienyl methacrylate. IR (film): ν 2985, 1712, 1631, 1449, 1310, 1287, 1149, 985, 962, 935, 811 cm-1. UV (isooctane)...